Dataset: the Open Reaction Database (ORD), a public repository of structured organic reaction records. Task: describe an organic reaction: reactants, conditions, products, and yield The reactants are 2-I, C(CCCCCCCC)C=1C=C(C(=CC1)O)C (4-Nonyl-2-cresol), C=O (paraformaldehyde). The reagents and catalysts are CC1=CC=C(C=C1)O.CC1=CC=C(C=C1)O.CC1=CC=C(C=C1)O.CC1=CC=C(C=C1)O.[Ti] (titanium(IV) cresylate). Run in C1(=CC=CC=C1)C (toluene). Reaction conditions: temperature 215 celsius, time 20 minute. Product: CC1=C(C(C=O)=CC(=C1)CCCCCCCCC)O (3-methyl-5-nonylsalicylaldehyde). The yield is 69.7%. As a reaction SMILES: [CH2:1]([C:10]1[CH:11]=[C:12]([CH3:17])[C:13]([OH:16])=[CH:14][CH:15]=1)[CH2:2][CH2:3][CH2:4][CH2:5][CH2:6][CH2:7][CH2:8][CH3:9].[CH2:18]=[O:19]>CC1C=CC(O)=CC=1.CC1C=CC(O)=CC=1.CC1C=CC(O)=CC=1.CC1C=CC(O)=CC=1.[Ti].C1(C)C=CC=CC=1>[CH3:17][C:12]1[CH:11]=[C:10]([CH2:1][CH2:2][CH2:3][CH2:4][CH2:5][CH2:6][CH2:7][CH2:8][CH3:9])[CH:15]=[C:14]([CH:18]=[O:19])[C:13]=1[OH:16] |f:2.3.4.5.6|. Reported procedure: To toluene (500 mL) in a 2-I Parr pressure reactor at 220° C. was added a slurry of 4-nonyl-2-cresol (1a) (234 g, 1 mol), titanium(IV) cresylate (2 mL) and powder paraformaldehyde (83 g, 2.8 mol) for 10 mins. maintaining the temperature at 210-220° C. The reaction was kept for additional 20 mins. Crude product was collected in an expansion tank and the residue in the pressure reactor washed with toluene (200-mL×2). Combined toluene phases were concentrated in vacuo. The resulting viscous dark am... The reactants are COC([C@H](CC1=C(C=C(C=C1)OCC=1N=C(OC1C)C1=CC=C(C=C1)OC(C)C)OC)OCC)=O ((S)-2-ethoxy-3-{4-[2-(4-isopropoxy-phenyl)-5-methyl-oxazol-4-ylmethoxy]-2-methoxy-phenyl}-propionic acid methyl ester), [Li+].[OH-] (LiOH). The product is C(C)O[C@H](C(=O)O)CC1=C(C=C(C=C1)OCC=1N=C(OC1C)C1=CC=C(C=C1)OC(C)C)OC ((S)-2-ethoxy-3-{4-[2-(4-isopropoxy-phenyl)-5-methyl-oxazol-4-ylmethoxy]-2-methoxy-phenyl}-propionic acid). Reaction SMILES: C[O:2][C:3](=[O:35])[C@@H:4]([O:32][CH2:33][CH3:34])[CH2:5][C:6]1[CH:11]=[CH:10][C:9]([O:12][CH2:13][C:14]2[N:15]=[C:16]([C:20]3[CH:25]=[CH:24][C:23]([O:26][CH:27]([CH3:29])[CH3:28])=[CH:22][CH:21]=3)[O:17][C:18]=2[CH3:19])=[CH:8][C:7]=1[O:30][CH3:31].[Li+].[OH-]>>[CH2:33]([O:32][C@@H:4]([CH2:5][C:6]1[CH:11]=[CH:10][C:9]([O:12][CH2:13][C:14]2[N:15]=[C:16]([C:20]3[CH:25]=[CH:24][C:23]([O:26][CH:27]([CH3:28])[CH3:29])=[CH:22][CH:21]=3)[O:17][C:18]=2[CH3:19])=[CH:8][C:7]=1[O:30][CH3:31])[C:3]([OH:35])=[O:2])[CH3:34] |f:1.2|. Procedure details: In analogy to the procedure described in example 1 g], (S)-2-ethoxy-3-{4-[2-(4-isopropoxy-phenyl)-5-methyl-oxazol-4-ylmethoxy]-2-methoxy-phenyl}-propionic acid methyl ester was treated with LiOH to obtain (S)-2-ethoxy-3-{4-[2-(4-isopropoxy-phenyl)-5-methyl-oxazol-4-ylmethoxy]-2-methoxy-phenyl}-propionic acid as colorless solid.